From a dataset of the Open Reaction Database (ORD), a public repository of structured organic reaction records. describe an organic reaction: reactants, conditions, products, and yield Reactants: ClC=1C2=C(N=CN1)NC(=C2C)C (4-chloro-5,6-dimethyl-7H-pyrrolo[2,3-d]pyrimidine), N1CCCC2=CC=CC=C12 (1,2,3,4-tetrahydroquinoline). Solvent: C1(=CC=CC=C1)C.CC(=O)C (toluene acetone). Product: N1(CCCC2=CC=CC=C12)C=1C2=C(N=CN1)NC(=C2C)C (4-(1,2,3,4-Tetrahydroquinolin-1-yl)-5,6-dimethyl-7H-pyrrolo[2,3-d]pyrimidine). RXN SMILES: Cl[C:2]1[C:3]2[C:10]([CH3:11])=[C:9]([CH3:12])[NH:8][C:4]=2[N:5]=[CH:6][N:7]=1.[NH:13]1[C:22]2[C:17](=[CH:18][CH:19]=[CH:20][CH:21]=2)[CH2:16][CH2:15][CH2:14]1>C1(C)C=CC=CC=1.CC(C)=O>[N:13]1([C:2]2[C:3]3[C:10]([CH3:11])=[C:9]([CH3:12])[NH:8][C:4]=3[N:5]=[CH:6][N:7]=2)[C:22]2[C:17](=[CH:18][CH:19]=[CH:20][CH:21]=2)[CH2:16][CH2:15][CH2:14]1 |f:2.3|. Procedure details: This product is prepared in a manner analogous to that described in Example 1 from 4-chloro-5,6-dimethyl-7H-pyrrolo[2,3-d]pyrimidine and 1,2,3,4-tetrahydroquinoline (4 equivalents, Fluka, Buchs, Switzerland). M.p: 263-264° C.; FAB-MS: (M+H)+ =279 (corresponds to C17H18N4); Rf value (toluene-acetone--(4:6))=0.29. Starting materials: CCOC(=O)CCN(C)C(=O)c1ccc(NC(CCCCOC)c2oc3ccc(OC)cc3c2C)cc1, CCO, [Na+], C1CCOC1, [OH-]. The product is COCCCCC(Nc1ccc(C(=O)N(C)CCC(=O)O)cc1)c1oc2ccc(OC)cc2c1C. Reaction SMILES: [CH3:1][O:2][CH2:3][CH2:4][CH2:5][CH2:6][CH:7]([c:8]1[o:9][c:10]2[c:11]([c:12]1[CH3:13])[cH:14][c:15]([O:18][CH3:19])[cH:16][cH:17]2)[NH:20][c:21]1[cH:22][cH:23][c:24]([C:27](=[O:28])[N:29]([CH2:30][CH2:31][C:32](=[O:33])[O:34][CH2:35][CH3:36])[CH3:37])[cH:25][cH:26]1.[CH3:45][CH2:46][OH:47].[Na+:44].[O:38]1[CH2:39][CH2:40][CH2:41][CH2:42]1.[OH-:43]>>[CH3:1][O:2][CH2:3][CH2:4][CH2:5][CH2:6][CH:7]([c:8]1[o:9][c:10]2[c:11]([c:12]1[CH3:13])[cH:14][c:15]([O:18][CH3:19])[cH:16][cH:17]2)[NH:20][c:21]1[cH:22][cH:23][c:24]([C:27](=[O:28])[N:29]([CH2:30][CH2:31][C:32](=[O:33])[OH:34])[CH3:37])[cH:25][cH:26]1. The solvent is C(C)O (ethanol). As a reaction SMILES: [NH2:1][C:2]1[C:3]([CH:10]=O)=[N:4][C:5]([Cl:9])=[C:6]([Cl:8])[N:7]=1.[CH3:12][O:13][C:14]1[CH:19]=[CH:18][C:17]([NH2:20])=[CH:16][CH:15]=1>C(O)C>[Cl:9][C:5]1[N:4]=[C:3]([CH:10]=[N:20][C:17]2[CH:18]=[CH:19][C:14]([O:13][CH3:12])=[CH:15][CH:16]=2)[C:2]([NH2:1])=[N:7][C:6]=1[Cl:8]. Procedure: In a manner similar to that described in Example 9, 1.92 grams (0.01 mole) of 3-amino-5,6-dichloropyrazinaldehyde, 1.23 g (0.01 mole) of p-anisidine and 15 milliliters of ethanol were mixed together and heated at reflux temperature to obtain a 5,6-dichloro-3-[(4-methoxyphenyl)imino]methylpyrazinamine product which precipitated in the reaction mixture. The product was recovered by filtration, recrystallized from ethanol to obtain 2.14 grams of a purified product, m.p. 167°-168° C. (dec). Elementa... Product: ClC=1N=C(C(=NC1Cl)N)C=NC1=CC=C(C=C1)OC (5,6-dichloro-3-[(4-methoxyphenyl)imino]methylpyrazinamine). Reactants: NC=1C(=NC(=C(N1)Cl)Cl)C=O (3-amino-5,6-dichloropyrazinaldehyde), COC1=CC=C(C=C1)N (p-anisidine). Reaction conditions: temperature 125 celsius. The product is ClC1=C(C=CC(=C1)C(F)(F)F)NC(C(=O)O)C(C)C (2-(2-chloro-4-trifluoromethylphenyl-amino)-3methylbutanoic acid). Run in S1(=O)(=O)CCCC1 (sulfolane), O (water). The reagents and catalysts are [Cl-].C[N+](C)(C)C (tetramethyl-ammonium chloride). Reported procedure: A mixture of 3.04 parts of 3-chloro-4-fluorobenzotrifluoride, 4.5 parts of anhydrous potassium salt of valine, 0.98 parts of tetramethyl-ammonium chloride and 24.0 parts of sulfolane solvent was charged to a reaction vessel, the mixture was heated to 125° C. and maintained thereat for about 16 hours then cooled, diluted with water and acidified to a pH of 1. The aqueous layer was extracted several times with diethyl ether. The ether layer was then washed with copious amounts of water, then dried... Reaction SMILES: [Cl:1][C:2]1[CH:3]=[C:4]([C:9]([F:12])([F:11])[F:10])[CH:5]=[CH:6][C:7]=1F.[K].[NH2:14][C@H:15]([C:19]([OH:21])=[O:20])[CH:16]([CH3:18])[CH3:17]>[Cl-].C[N+](C)(C)C.S1(CCCC1)(=O)=O.O>[Cl:1][C:2]1[CH:3]=[C:4]([C:9]([F:12])([F:11])[F:10])[CH:5]=[CH:6][C:7]=1[NH:14][CH:15]([CH:16]([CH3:18])[CH3:17])[C:19]([OH:21])=[O:20] |f:3.4,^1:12|. Starting materials: ClC=1C=C(C=CC1F)C(F)(F)F (3-chloro-4-fluorobenzotrifluoride), [K] (potassium), N[C@@H](C(C)C)C(=O)O (valine).